This data is from the Open Reaction Database (ORD), a public repository of structured organic reaction records. The task is: describe an organic reaction: reactants, conditions, products, and yield Procedure: A solution of 1,2-dihydroxypropane octyl sulfide (70 g), prepared as described in Example 5, n-butanol (60 g), and toluene (60 g) was heated to 60° C., and 13.1 g of boric acid were added. The expected amount of water was removed by azeotropic distillation with a maxima reaction temperature of 115° C. The reaction solution was filtered through diatomaceous earth. Solvent was removed by high speed rotary evaporation under reduced pressure yielding a pale yellow fluid product. Solvent: C1(=CC=CC=C1)C (toluene). Yields the product B(O)(O)O.C(CCCCCCC)SCCCCCCCC.OCC(C)O (1,2-dihydroxypropane octyl sulfide borate). Reactants: C(CCCCCCC)SCCCCCCCC.OCC(C)O (1,2-dihydroxypropane octyl sulfide), C(CCC)O (n-butanol), B(O)(O)O (boric acid). RXN SMILES: [CH2:1]([S:9][CH2:10][CH2:11][CH2:12][CH2:13][CH2:14][CH2:15][CH2:16][CH3:17])[CH2:2][CH2:3][CH2:4][CH2:5][CH2:6][CH2:7][CH3:8].[OH:18][CH2:19][CH:20]([OH:22])[CH3:21].C(O)CCC.[B:28]([OH:31])([OH:30])[OH:29]>C1(C)C=CC=CC=1>[B:28]([OH:31])([OH:30])[OH:29].[CH2:10]([S:9][CH2:1][CH2:2][CH2:3][CH2:4][CH2:5][CH2:6][CH2:7][CH3:8])[CH2:11][CH2:12][CH2:13][CH2:14][CH2:15][CH2:16][CH3:17].[OH:18][CH2:19][CH:20]([OH:22])[CH3:21] |f:0.1,5.6.7|. Reaction conditions: temperature 60 celsius. Reactants: C1CCC2=NCCCN2CC1, C1CCOC1, ClCCl, CC(C)CCCC(C)C1CCC2C3CC=C4CC(OC(=O)Cl)CCC4(C)C3CCC12C, c1ccncc1. Yields the product CC(C)CCCC(C)C1CCC2C3CC=C4CC(O)CCC4(C)C3CCC12C. Reaction SMILES: [CH2:1]1[CH2:2][CH2:3][C:4]2=[N:9][CH2:8][CH2:7][CH2:6][N:5]2[CH2:10][CH2:11]1.[CH2:43]1[O:44][CH2:45][CH2:46][CH2:47]1.[CH2:48]([Cl:49])[Cl:50].[Cl:12][C:13](=[O:14])[O:15][CH:16]1[CH2:17][C:18]2=[CH:19][CH2:20][CH:21]3[CH:22]4[CH2:23][CH2:24][CH:25]([CH:26]([CH2:27][CH2:28][CH2:29][CH:30]([CH3:31])[CH3:32])[CH3:33])[C:34]4([CH3:42])[CH2:35][CH2:36][CH:37]3[C:38]2([CH3:41])[CH2:39][CH2:40]1.[n:51]1[cH:52][cH:53][cH:54][cH:55][cH:56]1>>[OH:15][CH:16]1[CH2:17][C:18]2=[CH:19][CH2:20][CH:21]3[CH:22]4[CH2:23][CH2:24][CH:25]([CH:26]([CH2:27][CH2:28][CH2:29][CH:30]([CH3:31])[CH3:32])[CH3:33])[C:34]4([CH3:42])[CH2:35][CH2:36][CH:37]3[C:38]2([CH3:41])[CH2:39][CH2:40]1. The reactants are CO, O=[Pt]=O, OCCC#Cc1ccncc1. The product is OCCCCc1ccncc1. Reaction SMILES: [CH3:12][OH:13].[Pt:14](=[O:15])=[O:16].[n:1]1[cH:2][cH:3][c:4]([C:7]#[C:8][CH2:9][CH2:10][OH:11])[cH:5][cH:6]1>>[n:1]1[cH:2][cH:3][c:4]([CH2:7][CH2:8][CH2:9][CH2:10][OH:11])[cH:5][cH:6]1. The reactants are C1[C@H]2[C@H]([C@@H](O1)[C@H]([C@@H](O2)O[C@H]3[C@H]([C@H](O[C@H]([C@@H]3O)O[C@@H]4[C@@H]5CO[C@H]4[C@H]([C@@H](O5)O[C@H]6[C@H]([C@H](O[C@H]([C@@H]6O)O[C@@H]7[C@@H]8CO[C@H]7[C@H]([C@@H](O8)O[C@H]9[C@H]([C@H](OC([C@@H]9O)O)CO)O)O)CO)O)O)CO)O)O)O (neoagarohexaose). The solvent is P(=O)([O-])([O-])[O-] (phosphate), P(=O)([O-])([O-])[O-] (phosphate). Reaction conditions: time 5 hour. The product is C1[C@H]2[C@H]([C@@H](O1)[C@@H]([C@@H](O2)O[C@H]3[C@H]([C@H](O[C@H]([C@@H]3O)O[C@@H]4[C@@H]5CO[C@H]4[C@@H]([C@@H](O5)O[C@H]6[C@H]([C@H](O[C@H]([C@@H]6O)O)CO)O)O)CO)O)O)O[C@H]7[C@@H]([C@H]([C@H]([C@H](O7)CO)O)O)O (agaropentaose). As a reaction SMILES: C1O[C@H]2[C@@H](O)[C@H]([O:9][C@@H:10]3[C@@H:15]([OH:16])[C@H:14]([O:17][C@H:18]4[C@@H:22]5[C@@H:23]([OH:59])[C@H:24]([O:26][C@@H:27]6[C@@H:32]([OH:33])[C@H:31]([O:34][C@H:35]7[C@@H:39]8[C@@H:40]([OH:55])[C@H:41]([O:43][C@@H:44]9[C@@H:49]([OH:50])[CH:48]([OH:51])[O:47][C@H:46]([CH2:52][OH:53])[C@@H:45]9[OH:54])[O:42][C@H:36]7[CH2:37][O:38]8)[O:30][C@H:29]([CH2:56][OH:57])[C@@H:28]6[OH:58])[O:25][C@H:19]4[CH2:20][O:21]5)[O:13][C@H:12]([CH2:60][OH:61])[C@@H:11]3[OH:62])O[C@@H]1[C@H]2O>P([O-])([O-])([O-])=O>[CH2:20]1[O:21][C@H:22]2[C@H:23]([OH:59])[C@H:24]([O:26][C@@H:27]3[C@@H:32]([OH:33])[C@H:31]([O:34][C@H:35]4[C@@H:39]5[C@H:40]([OH:55])[C@H:41]([O:43][C@@H:44]6[C@@H:49]([OH:50])[C@H:48]([OH:51])[O:47][C@H:46]([CH2:52][OH:53])[C@@H:45]6[OH:54])[O:42][C@H:36]4[CH2:37][O:38]5)[O:30][C@H:29]([CH2:56][OH:57])[C@@H:28]3[OH:58])[O:25][C@@H:19]1[C@H:18]2[O:17][C@@H:14]1[O:13][C@H:12]([CH2:60][OH:61])[C@H:11]([OH:62])[C@H:10]([OH:9])[C@H:15]1[OH:16]. Procedure: An amount of 30 mg of neoagarohexaose was dissolved in 10 ml of phosphate buffer of pH 7.8. Into this solution, a solution of 0.1 ml of phosphate buffer (pH 7.8) which dissolved 1.5 U of α-NAOS hydrolase isolated and purified from Vibrio sp. JT0107-L4 was added. The resultant solution was incubated at 30° C. for 5 hours; thereby, neoagarohexaose was decomposed. The reaction solution was applied to an activated carbon column (5 mmφ×50 mm), which was then washed with 1 ml of water and 1 ml of 10% ... Reactants: CN1CCC2=C(C(C1)O)C=CO2 (6-methyl-5,6,7,8-tetrahydro-4H-furo[2,3-d]azepin-4-ol), ClC=1C=C(C=CC1Cl)F (3,4-dichloro-1-fluorobenzene). The product is ClC=1C=C(C=CC1Cl)OC1C2=C(CCN(C1)C)OC=C2 (4-(3,4-Dichlorophenyloxy)-6-methyl-5,6,7,8-tetrahydro-4H-furo[2,3-d]azepine). Reaction SMILES: [CH3:1][N:2]1[CH2:8][CH:7]([OH:9])[C:6]2[CH:10]=[CH:11][O:12][C:5]=2[CH2:4][CH2:3]1.[Cl:13][C:14]1[CH:15]=[C:16](F)[CH:17]=[CH:18][C:19]=1[Cl:20]>>[Cl:13][C:14]1[CH:15]=[C:16]([O:9][CH:7]2[CH2:8][N:2]([CH3:1])[CH2:3][CH2:4][C:5]3[O:12][CH:11]=[CH:10][C:6]2=3)[CH:17]=[CH:18][C:19]=1[Cl:20]. Reported procedure: The same method as in Example 1 was conducted using 6-methyl-5,6,7,8-tetrahydro-4H-furo[2,3-d]azepin-4-ol (Reference Example 27) instead of 6-methyl-4,5,6,7-tetrahydrothieno[2,3-c]pyridin-4-ol (Reference Example 6) and was conducted using 3,4-dichloro-1-fluorobenzene instead of 1-fluoronaphthalene to give the objective compound. Reactants: O=C(Cl)CN1C(=O)c2ccccc2C1=O, CC1CC(=O)N(Cc2ccccc2)c2ccccc2N1, CCOCC. Yields the product CC1CC(=O)N(Cc2ccccc2)c2ccccc2N1C(=O)CN1C(=O)c2ccccc2C1=O. Reaction SMILES: [C:21]1(=[O:35])[c:22]2[c:23]([cH:31][cH:32][cH:33][cH:34]2)[C:24](=[O:30])[N:25]1[CH2:26][C:27](=[O:28])[Cl:29].[CH2:1]([c:2]1[cH:3][cH:4][cH:5][cH:6][cH:7]1)[N:8]1[C:9](=[O:20])[CH2:10][CH:11]([CH3:19])[NH:12][c:13]2[c:14]1[cH:15][cH:16][cH:17][cH:18]2.[CH3:36][CH2:37][O:38][CH2:39][CH3:40]>>[CH2:1]([c:2]1[cH:3][cH:4][cH:5][cH:6][cH:7]1)[N:8]1[C:9](=[O:20])[CH2:10][CH:11]([CH3:19])[N:12]([C:27]([CH2:26][N:25]2[C:21](=[O:35])[c:22]3[c:23]([cH:31][cH:32][cH:33][cH:34]3)[C:24]2=[O:30])=[O:28])[c:13]2[c:14]1[cH:15][cH:16][cH:17][cH:18]2. Reactants: ClCC(=O)Cl (chloroacetyl chloride), NC1=NN2C(C(=C(C(=C2)C2=CC=NN2C2=CC=C(C#N)C=C2)C)C2=CC(=CC=C2)C(F)(F)F)=N1 (4-{5-[2-Amino-7-methyl-8-(3-trifluoromethyl-phenyl)-[1,2,4]triazolo[1,5-a]pyridin-6-yl]-pyrazol-1-yl}-benzonitrile), ClCC(=O)Cl (chloroacetyl chloride), CCN(C(C)C)C(C)C (DIPEA). The solvent is C1CCOC1 (THF). Reaction conditions: time 45 minute. The product is ClCC(=O)NC1=NN2C(C(=C(C(=C2)C=2N(N=CC2)C2=CC=C(C=C2)C#N)C)C2=CC(=CC=C2)C(F)(F)F)=N1 (2-Chloro-N-[6-[2-(4-cyano-phenyl)-2H-pyrazol-3-yl]-7-methyl-8-(3-trifluoromethyl-phenyl)-[1,2,4]triazolo[1,5-a]pyridin-2-yl]-acetamide). Yield: 71.6%. Reaction SMILES: [NH2:1][C:2]1[N:34]=[C:5]2[C:6]([C:24]3[CH:29]=[CH:28][CH:27]=[C:26]([C:30]([F:33])([F:32])[F:31])[CH:25]=3)=[C:7]([CH3:23])[C:8]([C:10]3[N:14]([C:15]4[CH:22]=[CH:21][C:18]([C:19]#[N:20])=[CH:17][CH:16]=4)[N:13]=[CH:12][CH:11]=3)=[CH:9][N:4]2[N:3]=1.CCN(C(C)C)C(C)C.[Cl:44][CH2:45][C:46](Cl)=[O:47]>C1COCC1>[Cl:44][CH2:45][C:46]([NH:1][C:2]1[N:34]=[C:5]2[C:6]([C:24]3[CH:29]=[CH:28][CH:27]=[C:26]([C:30]([F:32])([F:33])[F:31])[CH:25]=3)=[C:7]([CH3:23])[C:8]([C:10]3[N:14]([C:15]4[CH:16]=[CH:17][C:18]([C:19]#[N:20])=[CH:21][CH:22]=4)[N:13]=[CH:12][CH:11]=3)=[CH:9][N:4]2[N:3]=1)=[O:47]. Procedure details: 4-{5-[2-Amino-7-methyl-8-(3-trifluoromethyl-phenyl)-[1,2,4]triazolo[1,5-a]pyridin-6-yl]-pyrazol-1-yl}-benzonitrile (Ex. 1, 400 mg, 0.87 mmol) was stirred in dry THF (5 mL) and DIPEA (0.3 mL, 1.765 mmol) was added followed by the dropwise addition of chloroacetyl chloride (104 μL, 1.258 mmol). After 45 mins, a further quantity (69 μL) of chloroacetyl chloride was added and stirring was continued for 18 hrs. The reaction mixture was partitioned between EtOAc and water, the organic layer washed wit... Starting materials: COC(=O)c1ccc(C)nc1Cl, CCOC(C)=O, CCO, Cc1ccccc1, OB(O)c1ccc(C(F)(F)F)cc1, [Na+], [Na+], O=C([O-])[O-], c1ccc(P(c2ccccc2)(c2ccccc2)[Pd](P(c2ccccc2)(c2ccccc2)c2ccccc2)(P(c2ccccc2)(c2ccccc2)c2ccccc2)P(c2ccccc2)(c2ccccc2)c2ccccc2)cc1. Product: COC(=O)c1ccc(C)nc1-c1ccc(C(F)(F)F)cc1. As a reaction SMILES: [CH3:1][O:2][C:3]([c:4]1[c:5]([Cl:11])[n:6][c:7]([CH3:10])[cH:8][cH:9]1)=[O:12].[CH3:32][CH2:33][O:34][C:35](=[O:36])[CH3:37].[CH3:38][CH2:39][OH:40].[CH3:41][c:42]1[cH:43][cH:44][cH:45][cH:46][cH:47]1.[F:13][C:14]([c:15]1[cH:16][cH:17][c:18]([B:21]([OH:22])[OH:23])[cH:19][cH:20]1)([F:24])[F:25].[Na+:26].[Na+:27].[O-:28][C:29](=[O:30])[O-:31].[cH:48]1[cH:49][cH:50][c:51]([P:52]([Pd:53]([P:54]([c:55]2[cH:56][cH:57][cH:58][cH:59][cH:60]2)([c:61]2[cH:62][cH:63][cH:64][cH:65][cH:66]2)[c:67]2[cH:68][cH:69][cH:70][cH:71][cH:72]2)([P:73]([c:74]2[cH:75][cH:76][cH:77][cH:78][cH:79]2)([c:80]2[cH:81][cH:82][cH:83][cH:84][cH:85]2)[c:86]2[cH:87][cH:88][cH:89][cH:90][cH:91]2)[P:92]([c:93]2[cH:94][cH:95][cH:96][cH:97][cH:98]2)([c:99]2[cH:100][cH:101][cH:102][cH:103][cH:104]2)[c:105]2[cH:106][cH:107][cH:108][cH:109][cH:110]2)([c:111]2[cH:112][cH:113][cH:114][cH:115][cH:116]2)[c:117]2[cH:118][cH:119][cH:120][cH:121][cH:122]2)[cH:123][cH:124]1>>[CH3:1][O:2][C:3]([c:4]1[c:5](-[c:18]2[cH:17][cH:16][c:15]([C:14]([F:13])([F:24])[F:25])[cH:20][cH:19]2)[n:6][c:7]([CH3:10])[cH:8][cH:9]1)=[O:12]. The reactants are BrC(Br)(Br)Br, ClCCl, N#Cc1ccc(CO)c(F)c1, c1ccc(P(c2ccccc2)c2ccccc2)cc1. Product: N#Cc1ccc(CBr)c(F)c1. As a reaction SMILES: [C:1]([Br:2])([Br:3])([Br:4])[Br:5].[Cl:36][CH2:37][Cl:38].[F:6][c:7]1[cH:8][c:9]([C:10]#[N:11])[cH:12][cH:13][c:14]1[CH2:15][OH:16].[c:17]1([P:18]([c:19]2[cH:20][cH:21][cH:22][cH:23][cH:24]2)[c:25]2[cH:26][cH:27][cH:28][cH:29][cH:30]2)[cH:31][cH:32][cH:33][cH:34][cH:35]1>>[CH2:1]([Br:5])[c:14]1[c:7]([F:6])[cH:8][c:9]([C:10]#[N:11])[cH:12][cH:13]1.